From a dataset of the Open Reaction Database (ORD), a public repository of structured organic reaction records. describe an organic reaction: reactants, conditions, products, and yield The reactants are C(CCC)[Li] (n-butyllithium), C(CC)=O (proprionaldehyde), ClC=1C(=CC2=C(SC=C2)C1Cl)O (6,7-dichloro-5-hydroxybenzo[b]thiophene). The solvent is CCCCCC (hexane), O1CCCC1 (tetrahydrofuran), O1CCCC1 (tetrahydrofuran). Conditions: time 4 hour. Yields the product ClC=1C(=CC2=C(SC(=C2)C(O)CC)C1Cl)O (6,7-dichloro-5-hydroxy-α-ethylbenzo[b]thiophene-2-methanol). RXN SMILES: [Cl:1][C:2]1[C:3]([OH:12])=[CH:4][C:5]2[CH:9]=[CH:8][S:7][C:6]=2[C:10]=1[Cl:11].C([Li])CCC.[CH:18](=[O:21])[CH2:19][CH3:20]>O1CCCC1.CCCCCC>[Cl:1][C:2]1[C:3]([OH:12])=[CH:4][C:5]2[CH:9]=[C:8]([CH:18]([CH2:19][CH3:20])[OH:21])[S:7][C:6]=2[C:10]=1[Cl:11]. Procedure details: A solution of 7.0 g of 6,7-dichloro-5-hydroxybenzo[b]thiophene in 50 ml of dry tetrahydrofuran is cooled to -30°, using a dry ice-carbon tetrachloride bath and to the mixture is added dropwise, 35 ml of 2.2M n-butyllithium in hexane while the temperature is maintained below -20°. Following the addition, the bath is replaced with an ice-water bath and the reaction is stirred for 4 hrs at a temperature of 0°-5°. To the mixture is added dropwise solution of 3 ml of freshly distilled proprionaldehyd...